describe an organic reaction: reactants, conditions, products, and yield From a dataset of the Open Reaction Database (ORD), a public repository of structured organic reaction records. The reactants are BrCC1(S[C@H]2N(C1C(=O)OCC(Cl)(Cl)Cl)C(C2NC(CC2=CC=CC=C2)=O)=O)C (2,2,2-Trichloroethyl 2-bromomethyl-2-methyl-6-(2-phenylacetamido)penam-3-carboxylate), C(C)(C)O (isopropanol). The reagents and catalysts are F[B-](F)(F)F.[Ag+] (silver fluoroborate). Solvent: O1CCCC1 (tetrahydrofuran). Run at time 1 hour. Product: CC1(CS[C@H]2N(C1C(=O)OCC(Cl)(Cl)Cl)C(C2NC(CC2=CC=CC=C2)=O)=O)OC(C)C (2,2,2-trichloroethyl 3-methyl-3-isopropoxy-7-(2-phenylacetamido)-cepham-4-carboxylate). As a reaction SMILES: Br[CH2:2][C:3]1([CH3:29])[CH:7]([C:8]([O:10][CH2:11][C:12]([Cl:15])([Cl:14])[Cl:13])=[O:9])[N:6]2[C:16](=[O:28])[CH:17]([NH:18][C:19](=[O:27])[CH2:20][C:21]3[CH:26]=[CH:25][CH:24]=[CH:23][CH:22]=3)[C@H:5]2[S:4]1.[CH:30]([OH:33])([CH3:32])[CH3:31]>O1CCCC1.F[B-](F)(F)F.[Ag+]>[CH3:29][C:3]1([O:33][CH:30]([CH3:32])[CH3:31])[CH:7]([C:8]([O:10][CH2:11][C:12]([Cl:15])([Cl:14])[Cl:13])=[O:9])[N:6]2[C:16](=[O:28])[CH:17]([NH:18][C:19](=[O:27])[CH2:20][C:21]3[CH:22]=[CH:23][CH:24]=[CH:25][CH:26]=3)[C@H:5]2[S:4][CH2:2]1 |f:3.4|. Procedure details: 2,2,2-Trichloroethyl 2-bromomethyl-2-methyl-6-(2-phenylacetamido)penam-3-carboxylate (0.55 g) was dissolved in a mixture of tetrahydrofuran (5 ml) and isopropanol (5 ml). To this solution was added silver fluoroborate (0.24 g) under ice-cooling and the mixture was stirred for 1 hour. The reaction mixture was concentrated and the obtained residue was dissolved in chloroform. This solution was washed with a saturated sodium bicarbonate aqueous solution and with water and then dried over magnesium ...